This data is from the Open Reaction Database (ORD), a public repository of structured organic reaction records. The task is: describe an organic reaction: reactants, conditions, products, and yield Starting materials: COC1=CC=C2CC(NC2=C1)=O (6-Methoxy-1,3-dihydro-indol-2-one), O=C1OCCC=2C1=CNC2C=O (4-oxo-2,4,6,7-tetrahydro-pyrano[3,4-c]pyrrole-1-carbaldehyde). Product: COC1=CC=C2C(C(NC2=C1)=O)=CC1=C2C(=CN1)C(OCC2)=O (1-(6-Methoxy-2-oxo-1,2-dihydro-indol-3-ylidenemethyl)-6,7-dihydro-2H-pyrano[3,4-c]pyrrol-4-one). As a reaction SMILES: [CH3:1][O:2][C:3]1[CH:11]=[C:10]2[C:6]([CH2:7][C:8](=[O:12])[NH:9]2)=[CH:5][CH:4]=1.[O:13]=[C:14]1[C:19]2=[CH:20][NH:21][C:22]([CH:23]=O)=[C:18]2[CH2:17][CH2:16][O:15]1>>[CH3:1][O:2][C:3]1[CH:11]=[C:10]2[C:6]([C:7](=[CH:23][C:22]3[NH:21][CH:20]=[C:19]4[C:14](=[O:13])[O:15][CH2:16][CH2:17][C:18]=34)[C:8](=[O:12])[NH:9]2)=[CH:5][CH:4]=1. Procedure: 6-Methoxy-1,3-dihydro-indol-2-one was condensed with 4-oxo-2,4,6,7-tetrahydro-pyrano[3,4-c]pyrrole-1-carbaldehyde to give the title compound. Reactants: CCCCN(CCCC)SCl, CCCCCC, CNC(=O)ON=CC(C)(C)SC, c1ccncc1. The product is CCCCN(CCCC)SN(C)C(=O)ON=CC(C)(C)SC. RXN SMILES: [CH2:1]([CH2:2][CH2:3][CH3:4])[N:5]([S:6][Cl:7])[CH2:8][CH2:9][CH2:10][CH3:11].[CH3:24][CH2:25][CH2:26][CH2:27][CH2:28][CH3:29].[CH:12](=[N:13][O:14][C:15](=[O:16])[NH:17][CH3:18])[C:19]([CH3:20])([CH3:21])[S:22][CH3:23].[cH:30]1[cH:31][cH:32][n:33][cH:34][cH:35]1>>[CH2:1]([CH2:2][CH2:3][CH3:4])[N:5]([S:6][N:17]([C:15]([O:14][N:13]=[CH:12][C:19]([CH3:20])([CH3:21])[S:22][CH3:23])=[O:16])[CH3:18])[CH2:8][CH2:9][CH2:10][CH3:11]. Reactants: [Li]CCCC, CCCCCC, CCOC(C)=O, C=Cc1cc(OC(=O)N(C)C)ccc1C=O, CC(C)NC(C)C, [Cl-], [NH4+], C1CCOC1. Product: C=Cc1cc(OC(=O)N(C)C)ccc1C(O)CC(=O)OCC. Reaction SMILES: [CH2:8]([Li:9])[CH2:10][CH2:11][CH3:12].[CH3:13][CH2:14][CH2:15][CH2:16][CH2:17][CH3:18].[CH3:19][CH2:20][O:21][C:22]([CH3:23])=[O:24].[CH3:25][N:26]([C:27]([O:28][c:29]1[cH:30][c:31]([CH:37]=[CH2:38])[c:32]([CH:35]=[O:36])[cH:33][cH:34]1)=[O:39])[CH3:40].[CH:1]([NH:2][CH:3]([CH3:4])[CH3:5])([CH3:6])[CH3:7].[Cl-:41].[NH4+:42].[O:43]1[CH2:44][CH2:45][CH2:46][CH2:47]1>>[CH3:19][CH2:20][O:21][C:22]([CH2:23][CH:35]([c:32]1[c:31]([CH:37]=[CH2:38])[cH:30][c:29]([O:28][C:27]([N:26]([CH3:25])[CH3:40])=[O:39])[cH:34][cH:33]1)[OH:36])=[O:24]. Starting materials: CNC(NN)=S (4-methyl-thiosemicarbazide), C(C(=O)C1=CC=CC=C1)Cl (phenacyl chloride). Run in CO (methanol). Run at time 2 day. Yields the product Cl.CNC=1SCC(=NN1)C1=CC=CC=C1 (N-Methyl-5-phenyl-6H-1,3,4-thiadiazin-2-amine hydrochloride). RXN SMILES: [CH3:1][NH:2][C:3](=[S:6])[NH:4][NH2:5].[CH2:7]([Cl:16])[C:8]([C:10]1[CH:15]=[CH:14][CH:13]=[CH:12][CH:11]=1)=O>CO>[ClH:16].[CH3:1][NH:2][C:3]1[S:6][CH2:7][C:8]([C:10]2[CH:15]=[CH:14][CH:13]=[CH:12][CH:11]=2)=[N:5][N:4]=1 |f:3.4|. Procedure: 5.255 g (0.05 mole) of 4-methyl-thiosemicarbazide and 7.73 g (0.05 mole) of phenacyl chloride are heated and stirred at reflux (65° C.) in 200 ml of methanol for 30 minutes. At this time, the solvent is removed in vacuo. The residue is dissolved in methanol, warmed and then diluted with acetone. Thereafter, it is concentrated to approximately 200 ml. After standing for 2 days, 8.33 g of N-methyl-5-phenyl-6H-1,3,4-thiadiazin-2-amine hydrochloride are deposited. m.p. 176°-178° C. The reactants are CCOC(=O)CCCCCCBr, O=C([O-])[O-], CNCc1ccccc1, CC#N, CCOC(C)=O, [K+], [K+]. Yields the product CCOC(=O)CCCCCCN(C)Cc1ccccc1. Reaction SMILES: [Br:1][CH2:2][CH2:3][CH2:4][CH2:5][CH2:6][CH2:7][C:8](=[O:9])[O:10][CH2:11][CH3:12].[C:22](=[O:23])([O-:24])[O-:25].[CH3:13][NH:14][CH2:15][c:16]1[cH:17][cH:18][cH:19][cH:20][cH:21]1.[CH3:28][C:29]#[N:30].[CH3:31][CH2:32][O:33][C:34](=[O:35])[CH3:36].[K+:26].[K+:27]>>[CH2:2]([CH2:3][CH2:4][CH2:5][CH2:6][CH2:7][C:8](=[O:9])[O:10][CH2:11][CH3:12])[N:14]([CH3:13])[CH2:15][c:16]1[cH:17][cH:18][cH:19][cH:20][cH:21]1.